This data is from the Open Reaction Database (ORD), a public repository of structured organic reaction records. The task is: describe an organic reaction: reactants, conditions, products, and yield Starting materials: CC(=O)O, N, O, COc1ccccc1N1CCN(CC(O)CSc2ccc(F)cc2)CC1, OO. Yields the product COc1ccccc1N1CCN(CC(O)CS(=O)c2ccc(F)cc2)CC1. Reaction SMILES: [CH3:31][C:32](=[O:33])[OH:34].[NH3:30].[OH2:29].[OH:1][CH:2]([CH2:3][N:4]1[CH2:5][CH2:6][N:7]([c:10]2[c:11]([O:16][CH3:17])[cH:12][cH:13][cH:14][cH:15]2)[CH2:8][CH2:9]1)[CH2:18][S:19][c:20]1[cH:21][cH:22][c:23]([F:26])[cH:24][cH:25]1.[OH:27][OH:28]>>[OH:1][CH:2]([CH2:3][N:4]1[CH2:5][CH2:6][N:7]([c:10]2[c:11]([O:16][CH3:17])[cH:12][cH:13][cH:14][cH:15]2)[CH2:8][CH2:9]1)[CH2:18][S:19]([c:20]1[cH:21][cH:22][c:23]([F:26])[cH:24][cH:25]1)=[O:27].